Dataset: the Open Reaction Database (ORD), a public repository of structured organic reaction records. Task: describe an organic reaction: reactants, conditions, products, and yield RXN SMILES: [C:28].[CH2:1]([c:2]1[cH:3][cH:4][cH:5][cH:6][cH:7]1)[O:8][c:9]1[cH:10][cH:11][c:12]([CH3:23])[c:13]2[cH:14][c:15]([C:18](=[O:19])[O:20][CH2:21][CH3:22])[nH:16][c:17]12.[CH3:30][CH2:31][OH:32].[CH:24]([O-:25])=[O:26].[NH4+:27].[Pd:29]>>[OH:8][c:9]1[cH:10][cH:11][c:12]([CH3:23])[c:13]2[cH:14][c:15]([C:18](=[O:19])[O:20][CH2:21][CH3:22])[nH:16][c:17]12. Reactants: C, CCOC(=O)c1cc2c(C)ccc(OCc3ccccc3)c2[nH]1, CCO, O=C[O-], [NH4+], [Pd]. Product: CCOC(=O)c1cc2c(C)ccc(O)c2[nH]1. The reactants are ClC1=NC=C(C(=C1Cl)Cl)Cl (2,3,4,5-tetrachloropyridine), C[N+](C)(C)C (tetramethylammonium), COP(O)(=O)C (methanephosphonic acid monomethyl ester). The reagents and catalysts are [Zn] (zinc). The solvent is P(=O)(OC)(OC)OC (trimethyl phosphate). Product: ClC1=NC=C(C=C1Cl)Cl (2,3,5-trichloropyridine). Yield: 77.8%. RXN SMILES: [Cl:1][C:2]1[C:7]([Cl:8])=[C:6](Cl)[C:5]([Cl:10])=[CH:4][N:3]=1.C[N+](C)(C)C.COP(C)(=O)O>P(OC)(OC)(OC)=O.[Zn]>[Cl:1][C:2]1[C:7]([Cl:8])=[CH:6][C:5]([Cl:10])=[CH:4][N:3]=1. Reported procedure: By the method described in Example 1, 11.0 g (0.05 mol) of 2,3,4,5-tetrachloropyridine, 4.4 g (0.065 gram atom) of zinc dust (96.5%) and 24.7 g (0.135 mol) of the tetramethylammonium salt of methanephosphonic acid monomethyl ester in 90 ml of trimethyl phosphate are reacted to obtain 7.1 g (78% of theory) of 2,3,5-trichloropyridine, m.p. 47°-47.5° C., which contains, according to gas-chromatographical analysis, 97.6% of 2,3,5-trichloropyridine, 0.4% of 2,3,4,5-tetrachloropyridine and 1.4% of unk...